From a dataset of the Open Reaction Database (ORD), a public repository of structured organic reaction records. describe an organic reaction: reactants, conditions, products, and yield The reactants are ClC(C(Br)(F)F)(Br)F (1-chloro-1,2-dibromotrifluoroethane), C(=C)OCC (ethyl vinyl ether), S(=O)([O-])S(=O)[O-].[Na+].[Na+].C([O-])(O)=O.[Na+] (sodium hydrosulfite sodium bicarbonate), BrC(C(CC=O)(F)Cl)(F)F (4-bromo-3-chloro-3,4,4-trifluorobutanal), Cl(=O)[O-].[Na+].OO (sodium chlorite hydrogen peroxide). Yields the product BrC(C(CC(=O)O)(F)Cl)(F)F (4-bromo-3-chloro-3,4,4-trifiuorobutanoic acid). As a reaction SMILES: ClC(F)(Br)C(F)(F)Br.C(OCC)=C.S(S([O-])=O)([O-])=O.[Na+].[Na+].[C:22](=[O:25])(O)[O-:23].[Na+].[Br:27][C:28]([F:36])([F:35])[C:29]([Cl:34])([F:33])[CH2:30]C=O.Cl([O-])=O.[Na+].OO>>[Br:27][C:28]([F:36])([F:35])[C:29]([Cl:34])([F:33])[CH2:30][C:22]([OH:23])=[O:25] |f:2.3.4.5.6,8.9.10|. Procedure: A one pot reaction of 1-chloro-1,2-dibromotrifluoroethane (VI) with ethyl vinyl ether in the presence of sodium hydrosulfite/sodium bicarbonate followed by oxidation of the intermediate, 4-bromo-3-chloro-3,4,4-trifluorobutanal (VII), without isolaton, with sodium chlorite/hydrogen peroxide to give 4-bromo-3-chloro-3,4,4-trifiuorobutanoic acid (VIII) in overall unexpected yields; The reactants are C(C)(=O)OCC.C(C)OCC (ethyl acetate ethyl ether), resultant solution, COC(N(C)C)OC (N,N-dimethylformamide dimethyl acetal), C(C)(=O)C=1C=C(C=CC1)NS(=O)(=O)CCC (N-(3-acetylphenyl)-1-propane-sulfonamide). Solvent: CN(C=O)C (N,N-dimethylformamide). Reaction conditions: temperature 150 celsius. Yields the product CN(C=CC(=O)C=1C=C(C=CC1)N(S(=O)(=O)CCC)C)C (N-[3-[3-(dimethylamino)-1-oxo-2-propenyl]phenyl]-N-methyl-1-propane-sulfonamide). The yield is 96.0%. As a reaction SMILES: [C:1]([C:4]1[CH:5]=[C:6]([NH:10][S:11]([CH2:14][CH2:15][CH3:16])(=[O:13])=[O:12])[CH:7]=[CH:8][CH:9]=1)(=[O:3])[CH3:2].CO[CH:19](OC)[N:20]([CH3:22])[CH3:21].[C:25](OCC)(=O)C.C(OCC)C>CN(C)C=O>[CH3:19][N:20]([CH3:22])[CH:21]=[CH:2][C:1]([C:4]1[CH:5]=[C:6]([N:10]([CH3:25])[S:11]([CH2:14][CH2:15][CH3:16])(=[O:12])=[O:13])[CH:7]=[CH:8][CH:9]=1)=[O:3] |f:2.3|. Reported procedure: 1 g (4.14 mmol) of N-(3-acetylphenyl)-1-propane-sulfonamide were dissolved in 10 ml of N,N-dimethylformamide. To the resultant solution 2.77 ml (20.74 mmol) of N,N-dimethylformamide dimethyl acetal were added and heated at 150° C. for 2 h. The solvent was removed by reduced pressure distillation to yield an oil, which was treated with a mixture of ethyl acetate-ethyl ether. A small quantity of a solid precipitated which was discarded. The filtrate was evaporated to dryness, dissolved in dichloro...